Dataset: the Open Reaction Database (ORD), a public repository of structured organic reaction records. Task: describe an organic reaction: reactants, conditions, products, and yield The reactants are ClC1=CC=C(OCC(=O)C2=CC=CC=C2)C=C1 (2-(4-chlorophenoxy)-1-phenylethanone), ClC1=CC=C(OC\C(=C/C(=O)OCC)\C2=CC=CC=C2)C=C1 ((Z)-ethyl 4-(4-chlorophenoxy)-3-phenylbut-2-enoate). Yields the product ClC1=CC=C(OC/C(=C/C(=O)OCC)/C2=CC=CC=C2)C=C1 ((E)-ethyl 4-(4-chlorophenoxy)-3-phenylbut-2-enoate). Reaction SMILES: ClC1C=CC(OCC(C2C=CC=CC=2)=O)=CC=1.[Cl:18][C:19]1[CH:39]=[CH:38][C:22]([O:23][CH2:24]/[C:25](/[C:32]2[CH:37]=[CH:36][CH:35]=[CH:34][CH:33]=2)=[CH:26]\[C:27]([O:29][CH2:30][CH3:31])=[O:28])=[CH:21][CH:20]=1>>[Cl:18][C:19]1[CH:20]=[CH:21][C:22]([O:23][CH2:24]/[C:25](/[C:32]2[CH:37]=[CH:36][CH:35]=[CH:34][CH:33]=2)=[CH:26]/[C:27]([O:29][CH2:30][CH3:31])=[O:28])=[CH:38][CH:39]=1. Procedure: By a procedure similar to that of example 1.85.3, starting from 2-(4-chlorophenoxy)-1-phenylethanone, (Z)-ethyl 4-(4-chlorophenoxy)-3-phenylbut-2-enoate and (E)-ethyl 4-(4-chlorophenoxy)-3-phenylbut-2-enoate were obtained as colourless oils. The reactants are [BH4-], CCO, CN(C)C1(c2ccccc2)CCC(C=O)CC1, CCO, [Na+], [Na+], [OH-], O, O. The product is CN(C)C1(c2ccccc2)CCC(CO)CC1. Reaction SMILES: [BH4-:18].[CH2:26]([OH:27])[CH3:28].[CH3:1][N:2]([C:3]1([c:11]2[cH:12][cH:13][cH:14][cH:15][cH:16]2)[CH2:4][CH2:5][CH:6]([CH:9]=[O:10])[CH2:7][CH2:8]1)[CH3:17].[CH3:20][CH2:21][OH:22].[Na+:19].[Na+:24].[OH-:23].[OH2:25].[OH2:29]>>[CH3:1][N:2]([C:3]1([c:11]2[cH:12][cH:13][cH:14][cH:15][cH:16]2)[CH2:4][CH2:5][CH:6]([CH2:9][OH:10])[CH2:7][CH2:8]1)[CH3:17]. Procedure: n-Butyl lithium (a 1.6M solution in THF; 19.0 ml, 30.4 mmol) was added to a solution of morpholine (2.67 ml, 30.4 mmol) in THF (20 ml) at -78 degrees C. under argon. After 20 minutes, 3-furaldehyde (1.8 ml, 28.9 mmol) was added, followed by s-butyl-lithium (a 1.3M solution in cyclohexane; 23.4 ml, 30.4 mmol) after another 20 minutes. Stirring was continued for 2 hours and chlorotriethylsilane (5.1 ml, 30.4 mmol) was added. After 2 hours at -78 degrees C., s Buli (23.4 ml, 30.4 mmol) was added, f... RXN SMILES: C([Li])CCC.N1[CH2:11][CH2:10][O:9][CH2:8][CH2:7]1.O1C=C[C:14]([CH:17]=[O:18])=C1.C([Li])(CC)C.Cl[Si:25]([CH2:30][CH3:31])([CH2:28][CH3:29])[CH2:26][CH3:27].IC>C1COCC1.C1CCCCC1>[CH3:7][C:8]1[O:9][C:10]([Si:25]([CH2:30][CH3:31])([CH2:28][CH3:29])[CH2:26][CH3:27])=[CH:11][C:14]=1[CH:17]=[O:18]. Yields the product CC1=C(C=C(O1)[Si](CC)(CC)CC)C=O (5-Methyl-2-triethylsilyl-4-furaldehyde). Starting materials: C(CCC)[Li] (n-Butyl lithium), C(C)(CC)[Li] (s-butyl-lithium), N1CCOCC1 (morpholine), O1C=C(C=C1)C=O (3-furaldehyde), IC (iodomethane), Cl[Si](CC)(CC)CC (chlorotriethylsilane), solution, solution. Solvent: C1CCOC1 (THF), C1CCCCC1 (cyclohexane), C1CCOC1 (THF). Reaction conditions: time 20 minute.